From a dataset of the Open Reaction Database (ORD), a public repository of structured organic reaction records. describe an organic reaction: reactants, conditions, products, and yield Starting materials: CC(=O)OC(C)=O, CN(O)C(=O)N1CCC(=Cc2cc(C(C)(C)C)c(O)c(C(C)(C)C)c2)C1=O, c1ccncc1. Product: CC(=O)ON(C)C(=O)N1CCC(=Cc2cc(C(C)(C)C)c(O)c(C(C)(C)C)c2)C1=O. As a reaction SMILES: [CH3:28][C:29](=[O:30])[O:31][C:32](=[O:33])[CH3:34].[OH:1][N:2]([C:3](=[O:4])[N:5]1[C:6](=[O:26])[C:7](=[CH:10][c:11]2[cH:12][c:13]([C:22]([CH3:23])([CH3:24])[CH3:25])[c:14]([OH:21])[c:15]([C:17]([CH3:18])([CH3:19])[CH3:20])[cH:16]2)[CH2:8][CH2:9]1)[CH3:27].[cH:35]1[cH:36][cH:37][n:38][cH:39][cH:40]1>>[O:1]([N:2]([C:3](=[O:4])[N:5]1[C:6](=[O:26])[C:7](=[CH:10][c:11]2[cH:12][c:13]([C:22]([CH3:23])([CH3:24])[CH3:25])[c:14]([OH:21])[c:15]([C:17]([CH3:18])([CH3:19])[CH3:20])[cH:16]2)[CH2:8][CH2:9]1)[CH3:27])[C:29]([CH3:28])=[O:30].